From a dataset of the Open Reaction Database (ORD), a public repository of structured organic reaction records. describe an organic reaction: reactants, conditions, products, and yield Starting materials: OC1(C2=CC=CC=C2C=2C=CC=CC12)C(=O)N1[C@H](C(=O)NCC2=C(C=CC(=C2)Cl)CN)CCC1 (1-((9-hydroxy-9H-fluoren-9-yl)carbonyl)-N-(2-aminomethyl-5-chlorobenzyl)-L-prolinamide), C(C)OC(C(F)F)O (difluoroacetaldehyde ethylhemiacetal), C(Cl)Cl (CH2Cl2), [O-]S(=O)(=O)[O-].[Mg+2] (MgSO4). The solvent is C1(=CC=CC=C1)C (toluene). Conditions: temperature 100 celsius, time 2 hour. Yields the product ClC=1C=CC(=C(C[C@@]2(N(CCC2)C(=O)C2(C3=CC=CC=C3C=3C=CC=CC23)O)C(=O)N)C1)CN=CC(F)F (5-chloro-2-{[(2,2-difluoroethylidene)amino]-methyl}benzyl-1-[(9-hydroxy-9-H-fluoren-9-yl)carbonyl]-L-prolinamide). As a reaction SMILES: [OH:1][C:2]1([C:15]([N:17]2[CH2:34][CH2:33][CH2:32][C@H:18]2[C:19]([NH:21]CC2C=C(Cl)C=CC=2CN)=[O:20])=[O:16])[C:14]2[CH:13]=[CH:12][CH:11]=[CH:10][C:9]=2[C:8]2[C:3]1=[CH:4][CH:5]=[CH:6][CH:7]=2.C(O[CH:38](O)[CH:39]([F:41])[F:40])C.[O-]S([O-])(=O)=O.[Mg+2].[CH2:49]([Cl:51])Cl>C1(C)C=CC=CC=1>[Cl:51][C:49]1[CH:9]=[CH:14][C:2]([CH2:15][N:17]=[CH:38][CH:39]([F:40])[F:41])=[C:3]([CH:4]=1)[CH2:8][C@@:18]1([C:19]([NH2:21])=[O:20])[CH2:32][CH2:33][CH2:34][N:17]1[C:15]([C:2]1([OH:1])[C:14]2[CH:13]=[CH:12][CH:11]=[CH:10][C:9]=2[C:8]2[C:3]1=[CH:4][CH:5]=[CH:6][CH:7]=2)=[O:16] |f:2.3|. Reported procedure: To a solution of 1-((9-hydroxy-9H-fluoren-9-yl)carbonyl)-N-(2-aminomethyl-5-chlorobenzyl)-L-prolinamide (65 mg, 0.14 mmol) in anhydrous toluene (1.0 mL) at 0° C. was added difluoroacetaldehyde ethylhemiacetal (20 mg, 0.16 mmol, 1.1 eq). The mixture was heated to 100° C. under nitrogen atmosphere for 40 min and was then treated with MgSO4. Heating was continued for another 2 h. The mixture was then cooled to room temperature and diluted with CH2Cl2. The solution was dried over MgSO4, filtered and... Starting materials: CC(S(C)(=O)=O)S(=O)(=O)[O-], ClP(Cl)(Cl)(Cl)Cl, ClCCl, Cl, [Na+]. Yields the product CC(S(C)(=O)=O)S(=O)(=O)Cl. Reaction SMILES: [CH3:1][S:2](=[O:3])(=[O:4])[CH:5]([CH3:6])[S:7](=[O:8])(=[O:9])[O-:10].[Cl:12][P:13]([Cl:14])([Cl:15])([Cl:16])[Cl:17].[Cl:19][CH2:20][Cl:21].[ClH:18].[Na+:11]>>[CH3:1][S:2](=[O:3])(=[O:4])[CH:5]([CH3:6])[S:7](=[O:8])(=[O:10])[Cl:12]. Reactants: CC(=O)O[BH-](OC(C)=O)OC(C)=O, O=C([O-])O, CC(=O)O, O=Cc1ccccc1, ClCCl, COc1ccc(C(=O)Nc2ccccc2)cc1N, [Na+], [Na+]. Yields the product COc1ccc(C(=O)Nc2ccccc2)cc1NCc1ccccc1. Reaction SMILES: [C:31]([O:32][BH-:33]([O:34][C:35](=[O:36])[CH3:37])[O:38][C:39](=[O:40])[CH3:41])(=[O:42])[CH3:43].[C:45](=[O:46])([OH:47])[O-:48].[CH3:27][C:28](=[O:29])[OH:30].[CH:1](=[O:2])[c:3]1[cH:4][cH:5][cH:6][cH:7][cH:8]1.[Cl:50][CH2:51][Cl:52].[NH2:9][c:10]1[cH:11][c:12]([C:13](=[O:14])[NH:15][c:16]2[cH:17][cH:18][cH:19][cH:20][cH:21]2)[cH:22][cH:23][c:24]1[O:25][CH3:26].[Na+:44].[Na+:49]>>[CH2:1]([c:3]1[cH:4][cH:5][cH:6][cH:7][cH:8]1)[NH:9][c:10]1[cH:11][c:12]([C:13](=[O:14])[NH:15][c:16]2[cH:17][cH:18][cH:19][cH:20][cH:21]2)[cH:22][cH:23][c:24]1[O:25][CH3:26]. Starting materials: ClC1=C(C(=CC=C1)Cl)C1=CC2=C(N=C(N=C2)SC)N(C1=O)C (6-(2,6-Dichlorophenyl)-8-methyl-2-methylsulfanyl-8H-pyrido[2,3-d]pyrimidin-7-one), NCCCN1CCOCC1 (N-(3-aminopropyl)morpholine). Run in CN(C=O)C (dimethylformamide). Run at temperature 125 celsius, time 2 minute. The product is ClC1=C(C(=CC=C1)Cl)C1=CC2=C(N=C(N=C2)NCCCN2CCOCC2)N(C1=O)C (6-(2,6-Dichlorophenyl)-8-methyl-2-(3-morpholin-4-yl-propylamino)-8H-pyrido[2,3-d]pyrimidin-7-one). Reaction SMILES: [Cl:1][C:2]1[CH:7]=[CH:6][CH:5]=[C:4]([Cl:8])[C:3]=1[C:9]1[C:20](=[O:21])[N:19]([CH3:22])[C:12]2[N:13]=[C:14](SC)[N:15]=[CH:16][C:11]=2[CH:10]=1.[NH2:23][CH2:24][CH2:25][CH2:26][N:27]1[CH2:32][CH2:31][O:30][CH2:29][CH2:28]1>CN(C)C=O>[Cl:1][C:2]1[CH:7]=[CH:6][CH:5]=[C:4]([Cl:8])[C:3]=1[C:9]1[C:20](=[O:21])[N:19]([CH3:22])[C:12]2[N:13]=[C:14]([NH:23][CH2:24][CH2:25][CH2:26][N:27]3[CH2:32][CH2:31][O:30][CH2:29][CH2:28]3)[N:15]=[CH:16][C:11]=2[CH:10]=1. Procedure details: A mixture of 0.165 g (0.47 mmol) of 6-(2,6-dichlorophenyl)-8-methyl-2-methylsulfanyl-8H-pyrido[2,3-d]pyrimidin-7-one of Example 37, 1.00 g (6.90 mmol) of N-(3-aminopropyl)morpholine and 0.5 mL of dimethylformamide was heated with stirring in a 125° C. oil bath. After 2 minutes, solution was complete. After 1.5 hours, the excess amine and dimethylformamide were evaporated at reduced pressure and the residue was triturated with 5 mL of water. The gum was dissolved in 25 mL of ethyl acetate, and th... Starting materials: CO, N#Cc1cc(Cl)ccc1OCC(F)COC(c1ccccc1)(c1ccccc1)c1ccccc1, [Na+], [OH-], O=S(=O)(O)O, Cc1ccccc1. RXN SMILES: [CH3:42][OH:43].[Cl:1][c:2]1[cH:3][cH:4][c:5]([O:10][CH2:11][CH:12]([CH2:13][O:14][C:15]([c:16]2[cH:17][cH:18][cH:19][cH:20][cH:21]2)([c:22]2[cH:23][cH:24][cH:25][cH:26][cH:27]2)[c:28]2[cH:29][cH:30][cH:31][cH:32][cH:33]2)[F:34])[c:6]([C:7]#[N:8])[cH:9]1.[Na+:41].[OH-:40].[S:35](=[O:36])(=[O:37])([OH:38])[OH:39].[c:44]1([CH3:45])[cH:46][cH:47][cH:48][cH:49][cH:50]1>>[Cl:1][c:2]1[cH:3][cH:4][c:5]([O:10][CH2:11][CH:12]([CH2:13][OH:14])[F:34])[c:6]([C:7]#[N:8])[cH:9]1. Yields the product N#Cc1cc(Cl)ccc1OCC(F)CO. Starting materials: CCC([BH-](C(CC)C)C(CC)C)C.[Li+] (L-selectride), [NH4+].[Cl-] (NH4Cl), COC(COCC#CC[C@@H]1[C@H]([C@@H](CC1=O)O[Si](C)(C)C(C)(C)C)C1=CC=C(C=C1)C(C1CCCCC1)O[Si](C)(C)C(C)(C)C)=O ([4-((1R,2S,3R)-3-(tert-Butyl-dimethyl-silanyloxy)-2-{4-[(tert-butyl-dimethyl-silanyloxy)-cyclohexyl-methyl]-phenyl}-5-oxo-cyclopentyl)-but-2-ynyloxy]-acetic acid methyl ester), OO (H2O2). Run in C1CCOC1 (THF). Run at time 1 hour. Product: COC(COCC#CC[C@@H]1[C@H]([C@@H](C[C@@H]1O)O[Si](C)(C)C(C)(C)C)C1=CC=C(C=C1)C(C1CCCCC1)O[Si](C)(C)C(C)(C)C)=O ([4-((1R,2S,3R,5S)-3-(tert-Butyl-dimethyl-silanyloxy)-2-{4-[(tert-butyl-dimethyl-silanyloxy)-cyclohexyl-methyl]-phenyl}-5-hydroxy-cyclopentyl)-but-2-ynyloxy]-acetic acid methyl ester). The yield is 61.9%. Reaction SMILES: CCC(C)[BH-](C(C)CC)C(C)CC.[Li+].[CH3:15][O:16][C:17](=[O:59])[CH2:18][O:19][CH2:20][C:21]#[C:22][CH2:23][C@H:24]1[C:28](=[O:29])[CH2:27][C@@H:26]([O:30][Si:31]([C:34]([CH3:37])([CH3:36])[CH3:35])([CH3:33])[CH3:32])[C@@H:25]1[C:38]1[CH:43]=[CH:42][C:41]([CH:44]([O:51][Si:52]([C:55]([CH3:58])([CH3:57])[CH3:56])([CH3:54])[CH3:53])[CH:45]2[CH2:50][CH2:49][CH2:48][CH2:47][CH2:46]2)=[CH:40][CH:39]=1.OO.[NH4+].[Cl-]>C1COCC1>[CH3:15][O:16][C:17](=[O:59])[CH2:18][O:19][CH2:20][C:21]#[C:22][CH2:23][C@H:24]1[C@@H:28]([OH:29])[CH2:27][C@@H:26]([O:30][Si:31]([C:34]([CH3:37])([CH3:36])[CH3:35])([CH3:33])[CH3:32])[C@@H:25]1[C:38]1[CH:39]=[CH:40][C:41]([CH:44]([O:51][Si:52]([C:55]([CH3:58])([CH3:57])[CH3:56])([CH3:54])[CH3:53])[CH:45]2[CH2:46][CH2:47][CH2:48][CH2:49][CH2:50]2)=[CH:42][CH:43]=1 |f:0.1,4.5|. Procedure details: L-selectride (0.76 mL, 0.76 mmol, 1 M/THF) was added to a −78° C. THF (20 mL) solution of 10-3 (415 mg, 0.63 mmol). The reaction was stirred for 1 h and then 3% H2O2 (14 mL) was added. The resulting mixture was stirred at room temperature for 45 min. and then saturated NH4Cl solution (60 mL) was added. The resulting mixture was extracted with ethyl acetate (3×40 mL) and the combined ethyl acetate solution was washed with brine. The solution was then dried (Na2SO4), filtered and evaporated. Purif... Starting materials: CC(C)=O, Cc1nc(-c2ccc(C(F)(F)F)cc2)sc1CCl, [I-], [Na+]. Yields the product Cc1nc(-c2ccc(C(F)(F)F)cc2)sc1CI. RXN SMILES: [CH3:21][C:22](=[O:23])[CH3:24].[Cl:1][CH2:2][c:3]1[c:4]([CH3:18])[n:5][c:6](-[c:8]2[cH:9][cH:10][c:11]([C:14]([F:15])([F:16])[F:17])[cH:12][cH:13]2)[s:7]1.[I-:20].[Na+:19]>>[CH2:2]([c:3]1[c:4]([CH3:18])[n:5][c:6](-[c:8]2[cH:9][cH:10][c:11]([C:14]([F:15])([F:16])[F:17])[cH:12][cH:13]2)[s:7]1)[I:20].